This data is from the Open Reaction Database (ORD), a public repository of structured organic reaction records. The task is: describe an organic reaction: reactants, conditions, products, and yield Starting materials: CN(C)C=O, [Na], CC1(C#N)CCC(C)(CO)O1, ClCc1ccccn1. The product is CC1(C#N)CCC(C)(COCc2ccccn2)O1. As a reaction SMILES: [CH3:21][N:22]([CH3:23])[CH:24]=[O:25].[Na:9].[OH:10][CH2:11][C:12]1([CH3:20])[CH2:13][CH2:14][C:15]([C:17]#[N:18])([CH3:19])[O:16]1.[c:1]1([CH2:7][Cl:8])[cH:2][cH:3][cH:4][cH:5][n:6]1>>[c:1]1([CH2:7][O:10][CH2:11][C:12]2([CH3:20])[CH2:13][CH2:14][C:15]([C:17]#[N:18])([CH3:19])[O:16]2)[cH:2][cH:3][cH:4][cH:5][n:6]1.